From a dataset of the Open Reaction Database (ORD), a public repository of structured organic reaction records. describe an organic reaction: reactants, conditions, products, and yield Starting materials: CC(=O)Cl, CCN(C(C)C)C(C)C, ClC(Cl)Cl, CN1CCn2c(c(OCc3ccccc3)c3c(=O)n(Cc4ccc(F)cc4)nc(N)c32)C1=O. The product is CC(=O)Nc1nn(Cc2ccc(F)cc2)c(=O)c2c(OCc3ccccc3)c3n(c12)CCN(C)C3=O. Reaction SMILES: [CH3:43][C:44]([Cl:45])=[O:46].[CH:34]([N:35]([CH:36]([CH3:37])[CH3:38])[CH2:39][CH3:40])([CH3:41])[CH3:42].[CH:47]([Cl:48])([Cl:49])[Cl:50].[NH2:1][c:2]1[n:3][n:4]([CH2:26][c:27]2[cH:28][cH:29][c:30]([F:33])[cH:31][cH:32]2)[c:5](=[O:25])[c:6]2[c:7]1[n:8]1[c:9]([c:10]2[O:11][CH2:12][c:13]2[cH:14][cH:15][cH:16][cH:17][cH:18]2)[C:19](=[O:24])[N:20]([CH3:23])[CH2:21][CH2:22]1>>[NH:1]([c:2]1[n:3][n:4]([CH2:26][c:27]2[cH:28][cH:29][c:30]([F:33])[cH:31][cH:32]2)[c:5](=[O:25])[c:6]2[c:7]1[n:8]1[c:9]([c:10]2[O:11][CH2:12][c:13]2[cH:14][cH:15][cH:16][cH:17][cH:18]2)[C:19](=[O:24])[N:20]([CH3:23])[CH2:21][CH2:22]1)[C:44]([CH3:43])=[O:46]. Reactants: [OH-].[Na+] (sodium hydroxide), O1C(CCCC1)OC1=C2CCN(CC2=CC=C1)C(C(F)(F)F)=O (5-(tetrahydropyran-2-yloxy)-2-trifluoroacetyl-1,2,3,4-tetrahydroisoquinolin). Run in O1CCOCC1 (dioxane), ClCCl (dichloromethane). Conditions: time 8 hour. Yields the product O1C(CCCC1)OC1=C2CCNCC2=CC=C1 (5-(tetrahydropyran-2-yloxy)-1,2,3,4-tetrahydroisoquinoline). As a reaction SMILES: [OH-].[Na+].[O:3]1[CH2:8][CH2:7][CH2:6][CH2:5][CH:4]1[O:9][C:10]1[CH:19]=[CH:18][CH:17]=[C:16]2[C:11]=1[CH2:12][CH2:13][N:14](C(=O)C(F)(F)F)[CH2:15]2>O1CCOCC1.ClCCl>[O:3]1[CH2:8][CH2:7][CH2:6][CH2:5][CH:4]1[O:9][C:10]1[CH:19]=[CH:18][CH:17]=[C:16]2[C:11]=1[CH2:12][CH2:13][NH:14][CH2:15]2 |f:0.1|. Procedure: Excess of 2 mol L-1 aqueous sodium hydroxide was added to a solution of 5-(tetrahydropyran-2-yloxy)-2-trifluoroacetyl-1,2,3,4-tetrahydroisoquinoline (Example 3) (4.1 g, 12.4 mmol) in dioxane. The mixture was stirred overnight, diluted with dichloromethane, washed with water and aqueous sodium chloride and evaporated. Yield 2.77 g, 96% 1H NMR (CDCl3, 400 MHz): 7.07 (1H, t, 8.1 Hz), 6.92 (1H, d, 8.3 Hz), 6.66 (1H, d, 7.6 Hz), 5.43 (1H, t, 3.2 Hz), 3.99 (2H, s), 3.76 (1H, m), 3.61 (1H, m), 3.14 (2H... Starting materials: NC(=O)c1ccc(Cn2ccc3cccc(C(=O)O)c32)cc1, CCN=C=NCCCN(C)C, Cl, Cl, COC(=O)c1ccc(C(C)N)cc1, CN(C)C=O, O, On1nnc2ccccc21. The product is COC(=O)c1ccc(C(C)NC(=O)c2cccc3ccn(Cc4ccc(C(N)=O)cc4)c23)cc1. RXN SMILES: [C:1]([NH2:2])(=[O:3])[c:4]1[cH:5][cH:6][c:7]([CH2:8][n:9]2[cH:10][cH:11][c:12]3[cH:13][cH:14][cH:15][c:16]([C:18](=[O:19])[OH:20])[c:17]23)[cH:21][cH:22]1.[CH3:47][CH2:48][N:49]=[C:50]=[N:51][CH2:52][CH2:53][CH2:54][N:55]([CH3:56])[CH3:57].[ClH:23].[ClH:58].[NH2:24][CH:25]([CH3:26])[c:27]1[cH:28][cH:29][c:30]([C:31](=[O:32])[O:33][CH3:34])[cH:35][cH:36]1.[O:59]=[CH:60][N:61]([CH3:62])[CH3:63].[OH2:64].[OH:37][n:38]1[c:39]2[c:40]([cH:41][cH:42][cH:43][cH:44]2)[n:45][n:46]1>>[C:1]([NH2:2])(=[O:3])[c:4]1[cH:5][cH:6][c:7]([CH2:8][n:9]2[cH:10][cH:11][c:12]3[cH:13][cH:14][cH:15][c:16]([C:18](=[O:19])[NH:24][CH:25]([CH3:26])[c:27]4[cH:28][cH:29][c:30]([C:31](=[O:32])[O:33][CH3:34])[cH:35][cH:36]4)[c:17]23)[cH:21][cH:22]1. Reactants: N#Cc1c[nH]nc1-c1cccc2c1OC(F)(F)O2, CC(C)C[AlH]CC(C)C, CCCCCCC, Cc1ccccc1, CC(C)OC(C)C, [Cl-], Cl, [NH4+]. Yields the product O=Cc1c[nH]nc1-c1cccc2c1OC(F)(F)O2. As a reaction SMILES: [C:1](#[N:2])[c:3]1[c:4](-[c:8]2[cH:9][cH:10][cH:11][c:12]3[c:16]2[O:15][C:14]([F:17])([F:18])[O:13]3)[n:5][nH:6][cH:7]1.[CH3:19][CH:20]([CH2:21][AlH:22][CH2:23][CH:24]([CH3:25])[CH3:26])[CH3:27].[CH3:38][CH2:39][CH2:40][CH2:41][CH2:42][CH2:43][CH3:44].[CH3:45][c:46]1[cH:47][cH:48][cH:49][cH:50][cH:51]1.[CH:31]([O:34][CH:32]([CH3:33])[CH3:35])([CH3:36])[CH3:37].[Cl-:28].[ClH:30].[NH4+:29]>>[CH:1]([c:3]1[c:4](-[c:8]2[cH:9][cH:10][cH:11][c:12]3[c:16]2[O:15][C:14]([F:17])([F:18])[O:13]3)[n:5][nH:6][cH:7]1)=[O:34]. Starting materials: ClC1=CC=2C3=C(NC2C=C1)CC(C3)C(C=3OC(=NN3)C)(F)S(=O)(=O)C3=CC(=CC=C3)C#C ((RS, SR)-7-chloro-2-[(3-ethynyl-benzenesulfonyl)-fluoro-(5-methyl-[1,3,4]oxadiazol-2-yl)-methyl]-1,2,3,4-tetrahydro-cyclopenta[b]indole). The reagents and catalysts are [Pd] (palladium on activated charcoal). The solvent is CO (methanol). Conditions: time 5 hour. Product: ClC1=CC=2C3=C(NC2C=C1)CC(C3)C(C=3OC(=NN3)C)(F)S(=O)(=O)C3=CC(=CC=C3)CC (7-chloro-2-[(3-ethyl-benzenesulfonyl)-fluoro-(5-methyl-[1,3,4]oxadiazol-2-yl)-methyl]-1,2,3,4-tetrahydro-cyclopenta[b]indole). Reaction SMILES: [Cl:1][C:2]1[CH:10]=[CH:9][C:8]2[NH:7][C:6]3[CH2:11][CH:12]([C:14]([S:22]([C:25]4[CH:30]=[CH:29][CH:28]=[C:27]([C:31]#[CH:32])[CH:26]=4)(=[O:24])=[O:23])([F:21])[C:15]4[O:16][C:17]([CH3:20])=[N:18][N:19]=4)[CH2:13][C:5]=3[C:4]=2[CH:3]=1>CO.[Pd]>[Cl:1][C:2]1[CH:10]=[CH:9][C:8]2[NH:7][C:6]3[CH2:11][CH:12]([C:14]([S:22]([C:25]4[CH:30]=[CH:29][CH:28]=[C:27]([CH2:31][CH3:32])[CH:26]=4)(=[O:23])=[O:24])([F:21])[C:15]4[O:16][C:17]([CH3:20])=[N:18][N:19]=4)[CH2:13][C:5]=3[C:4]=2[CH:3]=1. Procedure details: A solution of 22 mg (0.05 mmol) (RS, SR)-7-chloro-2-[(3-ethynyl-benzenesulfonyl)-fluoro-(5-methyl-[1,3,4]oxadiazol-2-yl)-methyl]-1,2,3,4-tetrahydro-cyclopenta[b]indole in 0.5 mL of methanol was treated with 1 mg of palladium on activated charcoal (10%) and stirred intensely under H2 (atmospheric pressure) during 5 hrs. Filtration and evaporation of the solvent gave 21 mg (92%) of (RS, SR) 7-chloro-2-[(3-ethyl-benzenesulfonyl)-fluoro-(5-methyl-[1,3,4]oxadiazol-2-yl)-methyl]-1,2,3,4-tetrahydro-cyc... Reactants: product, COC(C1=CC(=C(C=C1)SC1=CC=C(C=C1)OC)N)=O (3-Amino-4-(4-methoxy-phenylsulfanyl)-benzoic acid methyl ester), C(#N)C=1C(=NC=CC1)N=CN(C)C (N′-(3-cyano-pyridin-2-yl)-N,N-dimethyl-formamidine), C(#N)C=1C(=NC=CC1)N=CN(C)C (N′-(3-cyano-pyridin-2-yl)-N,N-dimethyl-formamidine). Yields the product COC(C1=CC(=C(C=C1)SC1=CC=C(C=C1)OC)NC=1C2=C(N=CN1)N=CC=C2)=O (4-(4-Methoxy-phenylsulfanyl)-3-(pyrido[2,3-d]pyrimidin-4-ylamino)-benzoic acid methyl ester). Reaction SMILES: [CH3:1][O:2][C:3](=[O:20])[C:4]1[CH:9]=[CH:8][C:7]([S:10][C:11]2[CH:16]=[CH:15][C:14]([O:17][CH3:18])=[CH:13][CH:12]=2)=[C:6]([NH2:19])[CH:5]=1.C([C:23]1[C:24]([N:29]=[CH:30][N:31]([CH3:33])C)=[N:25][CH:26]=[CH:27][CH:28]=1)#N>>[CH3:1][O:2][C:3](=[O:20])[C:4]1[CH:9]=[CH:8][C:7]([S:10][C:11]2[CH:16]=[CH:15][C:14]([O:17][CH3:18])=[CH:13][CH:12]=2)=[C:6]([NH:19][C:33]2[C:23]3[CH:28]=[CH:27][CH:26]=[N:25][C:24]=3[N:29]=[CH:30][N:31]=2)[CH:5]=1. Procedure details: The product from Example 136B and the product from Example 29A were reacted according to the procedure from Example 136C substituting the product from Example 29A for the product from Example 8E to provide the title compound. The reactants are CO, Cc1cn(-c2ccc([N+](=O)[O-])cc2F)cn1, [NH4+], C1CCOC1. Product: Cc1cn(-c2ccc(N)cc2F)cn1. Reaction SMILES: [CH3:18][OH:19].[F:1][c:2]1[c:3](-[n:11]2[cH:12][n:13][c:14]([CH3:16])[cH:15]2)[cH:4][cH:5][c:6]([N+:8]([O-:9])=[O:10])[cH:7]1.[NH4+:17].[O:20]1[CH2:21][CH2:22][CH2:23][CH2:24]1>>[F:1][c:2]1[c:3](-[n:11]2[cH:12][n:13][c:14]([CH3:16])[cH:15]2)[cH:4][cH:5][c:6]([NH2:8])[cH:7]1. Starting materials: C1CCOC1, COC(=O)c1cc(C(=O)NCCC2CCCC2)ccc1C, [Li+], [OH-], O. Yields the product Cc1ccc(C(=O)NCCC2CCCC2)cc1C(=O)O. As a reaction SMILES: [CH2:24]1[O:25][CH2:26][CH2:27][CH2:28]1.[CH:1]1([CH2:6][CH2:7][NH:8][C:9](=[O:10])[c:11]2[cH:12][cH:13][c:14]([CH3:21])[c:15]([C:16](=[O:17])[O:18][CH3:19])[cH:20]2)[CH2:2][CH2:3][CH2:4][CH2:5]1.[Li+:23].[OH-:22].[OH2:29]>>[CH:1]1([CH2:6][CH2:7][NH:8][C:9](=[O:10])[c:11]2[cH:12][cH:13][c:14]([CH3:21])[c:15]([C:16](=[O:17])[OH:18])[cH:20]2)[CH2:2][CH2:3][CH2:4][CH2:5]1.